describe an organic reaction: reactants, conditions, products, and yield From a dataset of the Open Reaction Database (ORD), a public repository of structured organic reaction records. The reactants are Cl.BrC=1SC(=C2C1CCN(CC2C2=CC=CC=C2)C)Br (1,3-dibromo-6-methyl-4-phenyl-5,6,7,8-tetrahydro-4H-thieno[3,4-d]azepine hydrochloride). Reagents/catalysts: [Zn] (zinc), [Zn] (Zinc). Run in C(C)(=O)O (acetic acid). Product: CN1CCC=2C(C(C1)C1=CC=CC=C1)=CSC2 (6-Methyl-4-phenyl-5,6,7,8-tetrahydro-4H-thieno[3,4-d]azepine). Reaction SMILES: Cl.Br[C:3]1[S:4][C:5](Br)=[C:6]2[CH:12]([C:13]3[CH:18]=[CH:17][CH:16]=[CH:15][CH:14]=3)[CH2:11][N:10]([CH3:19])[CH2:9][CH2:8][C:7]=12>C(O)(=O)C.[Zn]>[CH3:19][N:10]1[CH2:11][CH:12]([C:13]2[CH:18]=[CH:17][CH:16]=[CH:15][CH:14]=2)[C:6]2=[CH:5][S:4][CH:3]=[C:7]2[CH2:8][CH2:9]1 |f:0.1|. Reported procedure: Zinc powder (0.73 g) was added to a stirred solution of 1,3-dibromo-6-methyl-4-phenyl-5,6,7,8-tetrahydro-4H-thieno[3,4-d]azepine hydrochloride (0.98 g) in acetic acid (20 ml) under nitrogen and the mixture heated under reflux. Further portions of zinc powder (0.73 g) were added after 2 hours and 20 hours heating. After a total of 24 hours heating the mixture was evaporated, water (30 ml) 0.880 ammonia solution (10 ml) added, and extracted with dichloromethane (2×30 ml). The extracts were dried, ...